This data is from the Open Reaction Database (ORD), a public repository of structured organic reaction records. The task is: describe an organic reaction: reactants, conditions, products, and yield The reactants are CCN(CC)CCNC(=O)c1cc(C)c(C=O)[nH]1, C1CCNCC1, COc1cccc(-c2cccc3c2CC(=O)N3)c1, CCO. Yields the product CCN(CC)CCNC(=O)c1cc(C)c(C=C2C(=O)Nc3cccc(-c4cccc(OC)c4)c32)[nH]1. Reaction SMILES: [CH2:19]([CH3:20])[N:21]([CH2:22][CH2:23][NH:24][C:25](=[O:26])[c:27]1[nH:28][c:29]([CH:33]=[O:34])[c:30]([CH3:32])[cH:31]1)[CH2:35][CH3:36].[CH2:37]1[CH2:38][CH2:39][NH:40][CH2:41][CH2:42]1.[CH3:1][O:2][c:3]1[cH:4][c:5](-[c:9]2[c:10]3[c:14]([cH:15][cH:16][cH:17]2)[NH:13][C:12](=[O:18])[CH2:11]3)[cH:6][cH:7][cH:8]1.[CH3:43][CH2:44][OH:45]>>[CH3:1][O:2][c:3]1[cH:4][c:5](-[c:9]2[c:10]3[c:14]([cH:15][cH:16][cH:17]2)[NH:13][C:12](=[O:18])[C:11]3=[CH:33][c:29]2[nH:28][c:27]([C:25]([NH:24][CH2:23][CH2:22][N:21]([CH2:19][CH3:20])[CH2:35][CH3:36])=[O:26])[cH:31][c:30]2[CH3:32])[cH:6][cH:7][cH:8]1. Starting materials: CC(C)(C)OC(=O)Nc1ccc(-c2cccs2)cc1NC(=O)c1ccc(CP(C)(=O)O)cc1, OC1CCC1, CCN(C(C)C)C(C)C, CN(C)C=O. Yields the product CC(C)(C)OC(=O)Nc1ccc(-c2cccs2)cc1NC(=O)c1ccc(CP(C)(=O)OC2CCC2)cc1. Reaction SMILES: [C:1]([CH3:2])([CH3:3])([CH3:4])[O:5][C:6](=[O:7])[NH:8][c:9]1[c:10]([NH:20][C:21](=[O:22])[c:23]2[cH:24][cH:25][c:26]([CH2:27][P:28]([OH:29])(=[O:30])[CH3:31])[cH:32][cH:33]2)[cH:11][c:12](-[c:15]2[s:16][cH:17][cH:18][cH:19]2)[cH:13][cH:14]1.[CH:34]1([OH:38])[CH2:35][CH2:36][CH2:37]1.[CH:39]([N:40]([CH2:41][CH3:42])[CH:43]([CH3:44])[CH3:45])([CH3:46])[CH3:47].[O:48]=[CH:49][N:50]([CH3:51])[CH3:52]>>[C:1]([CH3:2])([CH3:3])([CH3:4])[O:5][C:6](=[O:7])[NH:8][c:9]1[c:10]([NH:20][C:21](=[O:22])[c:23]2[cH:24][cH:25][c:26]([CH2:27][P:28](=[O:29])([O:30][CH:34]3[CH2:35][CH2:36][CH2:37]3)[CH3:31])[cH:32][cH:33]2)[cH:11][c:12](-[c:15]2[s:16][cH:17][cH:18][cH:19]2)[cH:13][cH:14]1. The reactants are C1COCCOCCOCCOCCO1, C1CCOC1, Cl, [H-], [Na+], CCOC(=O)c1ccc(O)c(I)c1, BrCC=CCc1ccccc1. Yields the product CCOC(=O)c1ccc(OCC=CCc2ccccc2)c(I)c1. RXN SMILES: [CH2:16]1[O:17][CH2:18][CH2:19][O:20][CH2:21][CH2:22][O:23][CH2:24][CH2:25][O:26][CH2:27][CH2:28][O:29][CH2:30]1.[CH2:43]1[O:44][CH2:45][CH2:46][CH2:47]1.[ClH:42].[H-:2].[Na+:1].[OH:3][c:4]1[c:5]([I:15])[cH:6][c:7]([C:8](=[O:9])[O:10][CH2:11][CH3:12])[cH:13][cH:14]1.[c:31]1([CH2:37][CH:38]=[CH:39][CH2:40][Br:41])[cH:32][cH:33][cH:34][cH:35][cH:36]1>>[O:3]([c:4]1[c:5]([I:15])[cH:6][c:7]([C:8](=[O:9])[O:10][CH2:11][CH3:12])[cH:13][cH:14]1)[CH2:40][CH:39]=[CH:38][CH2:37][c:31]1[cH:32][cH:33][cH:34][cH:35][cH:36]1.